Dataset: the Open Reaction Database (ORD), a public repository of structured organic reaction records. Task: describe an organic reaction: reactants, conditions, products, and yield Reactants: C(C1=CC=CC=C1)OC1=C(C=C(C=C1)C(=O)C=O)[N+](=O)[O-] (4-benzyloxy-3-nitrophenyl glyoxal), C(=O)(OC)C1=CC=C(C=C1)CCN (2-(4-carbomethoxyphenyl)ethanamine), C(=O)(OC)C1=CC=C(C=C1)CC(N)C (2-(4-carbomethoxyphenyl)-1-methylethanamine). The product is C(=O)(OC)C1=CC=C(C=C1)CC(C)NCC(O)C1=CC(=C(C=C1)OCC1=CC=CC=C1)[N+](=O)[O-] (N-(2-[4-Carbomethoxyphenyl]-1-methylethyl)-2-(4-benzyloxy-3-nitrophenyl)-2-hydroxyethanamine). RXN SMILES: [CH2:1]([O:8][C:9]1[CH:14]=[CH:13][C:12]([C:15]([CH:17]=O)=[O:16])=[CH:11][C:10]=1[N+:19]([O-:21])=[O:20])[C:2]1[CH:7]=[CH:6][CH:5]=[CH:4][CH:3]=1.C(C1C=CC(CCN)=CC=1)(OC)=O.[C:35]([C:39]1[CH:44]=[CH:43][C:42]([CH2:45][CH:46]([CH3:48])[NH2:47])=[CH:41][CH:40]=1)([O:37][CH3:38])=[O:36]>>[C:35]([C:39]1[CH:44]=[CH:43][C:42]([CH2:45][CH:46]([NH:47][CH2:17][CH:15]([C:12]2[CH:13]=[CH:14][C:9]([O:8][CH2:1][C:2]3[CH:3]=[CH:4][CH:5]=[CH:6][CH:7]=3)=[C:10]([N+:19]([O-:21])=[O:20])[CH:11]=2)[OH:16])[CH3:48])=[CH:41][CH:40]=1)([O:37][CH3:38])=[O:36]. Procedure: The title compound was prepared as a mixture of diastereoisomers by the process of Example 25, replacing phenyl glyoxal by 4-benzyloxy-3-nitrophenyl glyoxal and 2-(4-carbomethoxyphenyl)ethanamine by 2-(4-carbomethoxyphenyl)-1-methylethanamine. τ (CDCl3) 8.93 (3H, d, J=6 Hz), 6.70-7.80 (7H, m), 6.14 (3H, s), 5.40 (1H, m), 4.81 (2H, s) 2.30-3.10 (10H, m), 2.02 (2H, d, J=8 Hz). Reactants: COC=1C=CC2=C(SC(=C2)C2=CC=C(C=C2)OCCN2CCCC2)C1 (6-methoxy-2-[4-[2-(1-pyrrolidinyl)ethoxy]phenyl]benzo[b]thiophene), N1(CCCCC1)[C@H]1[C@@H](CCCC1)OC1=CC=C(C=N1)C(=O)O ((±)-6-[[trans-2-(1-piperidyl)cyclohexyl]oxy]-3-pyridinecarboxylic acid). The product is N1(CCCCC1)[C@H]1[C@@H](CCCC1)OC1=CC=C(C=N1)C(=O)C=1C2=C(SC1C1=CC=C(C=C1)OCCN1CCCC1)C=C(C=C2)O ((±)-6-Hydroxy-2-[4-[2-(1-pyrrolidinyl)ethoxy]phenyl]benzo[b]thiophen-3-yl 6-[[trans-2-(1-Piperidyl)cyclohexyl]oxy]pyrid-3-yl Ketone). The yield is 29.0%. Reaction SMILES: C[O:2][C:3]1[CH:4]=[CH:5][C:6]2[CH:10]=[C:9]([C:11]3[CH:16]=[CH:15][C:14]([O:17][CH2:18][CH2:19][N:20]4[CH2:24][CH2:23][CH2:22][CH2:21]4)=[CH:13][CH:12]=3)[S:8][C:7]=2[CH:25]=1.[N:26]1([C@@H:32]2[CH2:37][CH2:36][CH2:35][CH2:34][C@H:33]2[O:38][C:39]2[N:44]=[CH:43][C:42]([C:45](O)=[O:46])=[CH:41][CH:40]=2)[CH2:31][CH2:30][CH2:29][CH2:28][CH2:27]1>>[N:26]1([C@@H:32]2[CH2:37][CH2:36][CH2:35][CH2:34][C@H:33]2[O:38][C:39]2[N:44]=[CH:43][C:42]([C:45]([C:10]3[C:6]4[CH:5]=[CH:4][C:3]([OH:2])=[CH:25][C:7]=4[S:8][C:9]=3[C:11]3[CH:12]=[CH:13][C:14]([O:17][CH2:18][CH2:19][N:20]4[CH2:24][CH2:23][CH2:22][CH2:21]4)=[CH:15][CH:16]=3)=[O:46])=[CH:41][CH:40]=2)[CH2:31][CH2:30][CH2:29][CH2:28][CH2:27]1. Procedure details: The title compound was prepared in 29% yield from 6-methoxy-2-[4-[2-(1-pyrrolidinyl)ethoxy]phenyl]benzo[b]thiophene (Example 1, Part B) and (±)-6-[[trans-2-(1-piperidyl)cyclohexyl]oxy]-3-pyridinecarboxylic acid (Part A) by essentially following the procedures detailed in Example 20, Parts D and E. The reactants are O=C1[C@@H](N2C([C@H]([C@H]2C1)C(C)(C)OC)=O)C(=O)OCC1=CC=C(C=C1)[N+](=O)[O-] (4-nitrobenzyl (2R, 5R, 6R)-3,7-dioxo-6-(1-methoxy-1-methylethyl)-1-azabicyclo[3.2.0]heptane-2-carboxylate), C(C)(C)N(CC)C(C)C (N,N-diisopropyl-N-ethylamine), N1=CC=C(C=C1)S (pyridine-4-thiol), resultant solution, C(C)(C)N(CC)C(C)C (N,N-diisopropyl-N-ethylamine), FC(S(=O)(=O)OS(=O)(=O)C(F)(F)F)(F)F (trifluoromethanesulfonic anhydride), C(C)(C)N(CC)C(C)C (N,N-diisopropyl-N-ethylamine), FC(S(=O)(=O)OS(=O)(=O)C(F)(F)F)(F)F (trifluoromethanesulfonic anhydride). Reagents/catalysts: CN(C)C1=CC=NC=C1 (4-(N,N-dimethylamino)pyridine), CN(C)C1=CC=NC=C1 (4-(N,N-dimethylamino)pyridine). Run in C(Cl)Cl (methylene chloride), C(Cl)Cl (methylene chloride), CN(C=O)C (N,N-dimethylformamide), C(Cl)Cl (methylene chloride), C(Cl)Cl (methylene chloride), C(Cl)Cl (methylene chloride), C(Cl)Cl (methylene chloride). Run at time 30 minute. Yields the product COC(C)(C)[C@H]1[C@H]2CC(=C(N2C1=O)C(=O)OCC1=CC=C(C=C1)[N+](=O)[O-])SC1=CC=NC=C1 (4-nitrobenzyl (5R, 6R)-6-(1-methoxy-1-methylethyl)-7-oxo-3-(4-pyridylthio)-1-azabicyclo[3.2.0]-hept-2-ene-2-carboxylate). Yield: 67.5%. RXN SMILES: O=[C:2]1[CH2:8][C@H:7]2[N:4]([C:5](=[O:14])[C@H:6]2[C:9]([O:12][CH3:13])([CH3:11])[CH3:10])[C@H:3]1[C:15]([O:17][CH2:18][C:19]1[CH:24]=[CH:23][C:22]([N+:25]([O-:27])=[O:26])=[CH:21][CH:20]=1)=[O:16].C(N(C(C)C)CC)(C)C.FC(F)(F)S(OS(C(F)(F)F)(=O)=O)(=O)=O.[N:52]1[CH:57]=[CH:56][C:55]([SH:58])=[CH:54][CH:53]=1>CN(C1C=CN=CC=1)C.C(Cl)Cl.CN(C)C=O>[CH3:13][O:12][C:9]([C@@H:6]1[C:5](=[O:14])[N:4]2[C@@H:7]1[CH2:8][C:2]([S:58][C:55]1[CH:56]=[CH:57][N:52]=[CH:53][CH:54]=1)=[C:3]2[C:15]([O:17][CH2:18][C:19]1[CH:20]=[CH:21][C:22]([N+:25]([O-:27])=[O:26])=[CH:23][CH:24]=1)=[O:16])([CH3:11])[CH3:10]. Procedure details: To a solution of 4-nitrobenzyl (2R, 5R, 6R)-3,7-dioxo-6-(1-methoxy-1-methylethyl)-1-azabicyclo[3.2.0]heptane-2-carboxylate (450 mg) and 4-(N,N-dimethylamino)pyridine (14.6 mg) in methylene chloride (22.5 ml) was added a solution of N,N-diisopropyl-N-ethylamine (0.249 ml) in methylene chloride (2.241 ml) at -30° C. To the mixture was added further a solution of trifluoromethanesulfonic anhydride (0.211 ml) in methylene chloride (1.899 ml) at -30° C. After stirring for 30 minutes at the same tempe... Starting materials: O (water), ClC=1NC(=C(C1C(C1=CC(=C(C(=C1)C(C)(C)C)O)C(C)(C)C)=O)Cl)Cl (2,4,5-Trichloro-3-(3,5-di-t-butyl-4-hydroxybenzoyl)pyrrole), CI (methyl iodide), [H-].[Na+] (sodium hydride). Solvent: CN(C)C=O (DMF). Run at time 1 hour. Yields the product CN1C(=C(C(=C1Cl)Cl)C(C1=CC(=C(C(=C1)C(C)(C)C)O)C(C)(C)C)=O)Cl (N-methyl-2,4,5-trichloro-3-(3,5-di-t-butyl-4-hydroxybenzoyl)pyrrole). RXN SMILES: [Cl:1][C:2]1[NH:3][C:4]([Cl:25])=[C:5]([Cl:24])[C:6]=1[C:7](=[O:23])[C:8]1[CH:13]=[C:12]([C:14]([CH3:17])([CH3:16])[CH3:15])[C:11]([OH:18])=[C:10]([C:19]([CH3:22])([CH3:21])[CH3:20])[CH:9]=1.[H-].[Na+].[CH3:28]I.O>CN(C=O)C>[CH3:28][N:3]1[C:4]([Cl:25])=[C:5]([Cl:24])[C:6]([C:7](=[O:23])[C:8]2[CH:13]=[C:12]([C:14]([CH3:17])([CH3:16])[CH3:15])[C:11]([OH:18])=[C:10]([C:19]([CH3:22])([CH3:21])[CH3:20])[CH:9]=2)=[C:2]1[Cl:1] |f:1.2|. Procedure: 2,4,5-Trichloro-3-(3,5-di-t-butyl-4-hydroxybenzoyl)pyrrole (3.3 g) dissolved in DMF (35 ml) was treated with sodium hydride (50%, 0.432 g) in 4 portions, under nitrogen with stirring at room temperature. After 1 hour at room temperature, 0.56 ml of methyl iodide was added, dropwise, via microsyringe. After stirring 5 minutes more, the reaction mixture was poured into water (300 ml). The organic layer was separated, dried and evaporated to dryness. The residue was purified on silica gel, eluting ...